The task is: describe an organic reaction: reactants, conditions, products, and yield. This data is from the Open Reaction Database (ORD), a public repository of structured organic reaction records. Conditions: time 18 hour. Yields the product C1(=CC=C(C=C1)C1=CC2=C(NC(=N2)CCCP(O)(O)=O)C=C1Cl)C1=CC=CC=C1 ([3-(5-Biphenyl-4-yl-6-chloro-1H-benzoimidazol-2-yl)-propyl]-phosphonic acid). Reaction SMILES: C([O:3][P:4]([CH2:9][CH2:10][CH2:11][C:12]1[NH:16][C:15]2[CH:17]=[C:18]([Cl:33])[C:19]([C:21]3[CH:26]=[CH:25][C:24]([C:27]4[CH:32]=[CH:31][CH:30]=[CH:29][CH:28]=4)=[CH:23][CH:22]=3)=[CH:20][C:14]=2[N:13]=1)(=[O:8])[O:5]CC)C.C[Si](N[Si](C)(C)C)(C)C.Br[Si](C)(C)C>C(Cl)Cl>[C:24]1([C:27]2[CH:32]=[CH:31][CH:30]=[CH:29][CH:28]=2)[CH:23]=[CH:22][C:21]([C:19]2[C:18]([Cl:33])=[CH:17][C:15]3[NH:16][C:12]([CH2:11][CH2:10][CH2:9][P:4](=[O:3])([OH:8])[OH:5])=[N:13][C:14]=3[CH:20]=2)=[CH:26][CH:25]=1. Solvent: C(Cl)Cl (CH2Cl2). Reported procedure: To a solution of compound 25-1 (196 mg, 0.41 mmol) in 8 mL of CH2Cl2 was added hexamethyldisilizane (2 mL), followed by bromo trimethylsilane (0.54 mL, 4.1 mmol). The reaction was stirred for 18 h at ambient temperature. The organic solvent was removed in vacuo, followed by the addition of H2O (2 mL). The crude product was sonicated and yielded a grey powder. The product was collected by vacuum filtration and washed three times with H2O and two times with MeOH. The product was dried in vacuo to ... The reactants are C(C)OP(OCC)(=O)CCCC1=NC2=C(N1)C=C(C(=C2)C2=CC=C(C=C2)C2=CC=CC=C2)Cl ([3-(5-Biphenyl-4-yl-6-chloro-1H-benzoimidazol-2-yl)-propyl]-phosphonic acid diethyl ester), C[Si](C)(C)N[Si](C)(C)C (hexamethyldisilizane), Br[Si](C)(C)C (bromo trimethylsilane). The reactants are NC=1C=C(C(=CC1)OC)C=1OC2=C(N1)C=C(C=C2)C2=CC=C(C=C2)C(F)(F)F (2-(3-amino-6-methoxyphenyl)-5-(4-trifluoromethylphenyl)benzoxazole), C1=CC2=C(C=C1C(=O)O)C(=O)OC2=O (1,2,4-benzenetricarboxylic anhydride). Product: COC1=CC=C(C=C1C=1OC2=C(N1)C=C(C=C2)C2=CC=C(C=C2)C(F)(F)F)N2C(C1=CC=C(C=C1C2=O)C(=O)O)=O (2-[4-Methoxy-5-[5-(4-trifluoromethylphenyl)benzoxazol-2-yl]phenyl]-1,3-dioxo-2,3-dihydro-1H-isoindole-5-carboxylic acid). RXN SMILES: [NH2:1][C:2]1[CH:3]=[C:4]([C:10]2[O:11][C:12]3[CH:18]=[CH:17][C:16]([C:19]4[CH:24]=[CH:23][C:22]([C:25]([F:28])([F:27])[F:26])=[CH:21][CH:20]=4)=[CH:15][C:13]=3[N:14]=2)[C:5]([O:8][CH3:9])=[CH:6][CH:7]=1.[CH:29]1[C:34]([C:35]([OH:37])=[O:36])=[CH:33][C:32]2[C:38]([O:40][C:41](=O)[C:31]=2[CH:30]=1)=[O:39]>>[CH3:9][O:8][C:5]1[C:4]([C:10]2[O:11][C:12]3[CH:18]=[CH:17][C:16]([C:19]4[CH:24]=[CH:23][C:22]([C:25]([F:28])([F:27])[F:26])=[CH:21][CH:20]=4)=[CH:15][C:13]=3[N:14]=2)=[CH:3][C:2]([N:1]2[C:38](=[O:39])[C:32]3[C:31](=[CH:30][CH:29]=[C:34]([C:35]([OH:37])=[O:36])[CH:33]=3)[C:41]2=[O:40])=[CH:7][CH:6]=1. Procedure: Prepared by the method of Example 15f), from 2-(3-amino-6-methoxyphenyl)-5-(4-trifluoromethylphenyl)benzoxazole (90 mg, 0.23 mmol) and 1,2,4-benzenetricarboxylic anhydride (45 mg, 0.23 mmol) the title compound was obtained (102 mg, 79%). 1H NMR (DMSO) δ 13.74(s, 1H), 8.43(d, 1H), 8.33(s, 1H), 8.22(d, 1H), 8.20(d, 1H), 8.10(d, 1H), 7.99(d, 2H), 7.93(d, 1H), 7.83(m, 3H), 7.72(dd, 1H), 7.48(d, 1H), 4.03(s, 3H). MS 559.3 m/z (M+H)+. Reactants: C(C)(=O)SC(C(=O)OCC)CC(C1=CC=C(C=C1)OC1=CC=C(C=C1)Cl)=O (ethyl 2-acetylthio-3-[4-(4-chlorophenoxy)benzoyl]-propionate), C(C)(=O)SC(C(=O)OCC)CC(C1=CC=C(C=C1)OC1=CC=CC=C1)=O (ethyl 2-acetylthio-3-(4-phenoxybenzoyl)propionate). Yields the product ClC1=CC=C(OC2=CC=C(C(=O)CC(C(=O)OCC)S)C=C2)C=C1 (ethyl 3-[4-(4-chlorophenoxy)benzoyl]-2-mercaptopropionate). The yield is 75.9%. As a reaction SMILES: C([S:4][CH:5]([CH2:11][C:12](=[O:27])[C:13]1[CH:18]=[CH:17][C:16]([O:19][C:20]2[CH:25]=[CH:24][C:23]([Cl:26])=[CH:22][CH:21]=2)=[CH:15][CH:14]=1)[C:6]([O:8][CH2:9][CH3:10])=[O:7])(=O)C.C(SC(CC(=O)C1C=CC(OC2C=CC=CC=2)=CC=1)C(OCC)=O)(=O)C>>[Cl:26][C:23]1[CH:22]=[CH:21][C:20]([O:19][C:16]2[CH:17]=[CH:18][C:13]([C:12]([CH2:11][CH:5]([SH:4])[C:6]([O:8][CH2:9][CH3:10])=[O:7])=[O:27])=[CH:14][CH:15]=2)=[CH:25][CH:24]=1. Reported procedure: The procedure in Example 26 was followed, except that 4.07 g of ethyl 2-acetylthio-3-[4-(4-chlorophenoxy)benzoyl]-propionate were used in place of ethyl 2-acetylthio-3-(4-phenoxybenzoyl)propionate, to give 2.77 g of ethyl 3-[4-(4-chlorophenoxy)benzoyl]-2-mercaptopropionate. Starting materials: O.[OH-].[Li+] (Lithium hydroxide monohydrate), COC(CC1=CC2=CC=C(C=C2C(=C1C)C1=CC=C(C=C1)S(=O)(=O)C1=C(C=CC(=C1)Cl)Cl)Cl)=O ({6-chloro-4-[4-(2,5-dichloro-benzenesulfonyl)-phenyl]-3-methyl-naphthalen-2-yl}-acetic acid methyl ester). The solvent is hexanes, C1CCOC1.O (THF H2O). Conditions: time 16 hour. Product: ClC=1C=C2C(=C(C(=CC2=CC1)CC(=O)O)C)C1=CC=C(C=C1)S(=O)(=O)C1=C(C=CC(=C1)Cl)Cl ({6-chloro-4-[4-(2,5-dichloro-benzenesulfonyl)-phenyl]-3-methyl-naphthalen-2-yl}-acetic acid). The yield is 99.4%. RXN SMILES: O.[OH-].[Li+].C[O:5][C:6](=[O:37])[CH2:7][C:8]1[C:17]([CH3:18])=[C:16]([C:19]2[CH:24]=[CH:23][C:22]([S:25]([C:28]3[CH:33]=[C:32]([Cl:34])[CH:31]=[CH:30][C:29]=3[Cl:35])(=[O:27])=[O:26])=[CH:21][CH:20]=2)[C:15]2[C:10](=[CH:11][CH:12]=[C:13]([Cl:36])[CH:14]=2)[CH:9]=1>C1COCC1.O>[Cl:36][C:13]1[CH:14]=[C:15]2[C:10](=[CH:11][CH:12]=1)[CH:9]=[C:8]([CH2:7][C:6]([OH:37])=[O:5])[C:17]([CH3:18])=[C:16]2[C:19]1[CH:20]=[CH:21][C:22]([S:25]([C:28]2[CH:33]=[C:32]([Cl:34])[CH:31]=[CH:30][C:29]=2[Cl:35])(=[O:26])=[O:27])=[CH:23][CH:24]=1 |f:0.1.2,4.5|. Reported procedure: Lithium hydroxide monohydrate (0.012 g, 0.27 mmol) was added to a stirred solution of {6-chloro-4-[4-(2,5-dichloro-benzenesulfonyl)-phenyl]-3-methyl-naphthalen-2-yl}-acetic acid methyl ester (0.037 g, 0.06 mmol) in a 3:1 THF—H2O mixture (4 mL). The reaction mixture was stirred for 16 hours at room temperature. The THF was distilled off under reduced pressure, and the crude residue was diluted with water, acidified [pH˜2] through the drop-wise addition of an aqueous solution of hydrochloric acid ... The reactants are N(=[N+]=[N-])C1=CC=C(C=CC(=O)Cl)C=C1 (p-azidocinnamic acid chloride), C(C)N(CCO)CC (2-diethylaminoethanol). Solvent: C(Cl)(Cl)Cl (chloroform). Yields the product N(=[N+]=[N-])C1=CC=C(C=CC(=O)OCCN(CC)CC)C=C1 (2-(N,N-diethylamino)ethyl p-azidocinnamate). RXN SMILES: [N:1]([C:4]1[CH:14]=[CH:13][C:7]([CH:8]=[CH:9][C:10](Cl)=[O:11])=[CH:6][CH:5]=1)=[N+:2]=[N-:3].[CH2:15]([N:17]([CH2:21][CH3:22])[CH2:18][CH2:19][OH:20])[CH3:16]>C(Cl)(Cl)Cl>[N:1]([C:4]1[CH:14]=[CH:13][C:7]([CH:8]=[CH:9][C:10]([O:20][CH2:19][CH2:18][N:17]([CH2:21][CH3:22])[CH2:15][CH3:16])=[O:11])=[CH:6][CH:5]=1)=[N+:2]=[N-:3]. Reported procedure: In 80 g of chloroform was dissolved 6.2 g (30 millimoles) of the p-azidocinnamic acid chloride obtained in Example 16, and 3.5 g (30 millimoles) of 2-diethylaminoethanol was added dropwise while maintaining the solution temperature at 10° to 20° C., after which the resulting mixture was allowed to react for 1 hour. The chloroform was distilled off under reduced pressure, and 100 ml of water was added to the resulting oily substance, after which a solution of 1.3 g of sodium hydroxyde in 20 ml of... The reactants are ClC=1C=C(C=CC1Cl)C(CC=O)C=1N(C(C2=CC=CC=C2C1)=O)C (3-[1-(3,4-Dichlorophenyl)-3-oxopropyl]-2-methyl-2H-isoquinolin-1-one), OC1(CCNCC1)C1=CC=CC=C1 (4-hydroxy-4-phenyl-piperidine). The product is ClC=1C=C(C=CC1Cl)C(CCN1CCC(CC1)(C1=CC=CC=C1)O)C=1N(C(C2=CC=CC=C2C1)=O)C (3-[1-(3,4-Dichlorophenyl)-3-(4-hydroxy-4-phenyl-piperidino)propyl]-2-methyl-2H-isoquinolin-1-one). RXN SMILES: [Cl:1][C:2]1[CH:3]=[C:4]([CH:9]([C:13]2[N:14]([CH3:24])[C:15](=[O:23])[C:16]3[C:21]([CH:22]=2)=[CH:20][CH:19]=[CH:18][CH:17]=3)[CH2:10][CH:11]=O)[CH:5]=[CH:6][C:7]=1[Cl:8].[OH:25][C:26]1([C:32]2[CH:37]=[CH:36][CH:35]=[CH:34][CH:33]=2)[CH2:31][CH2:30][NH:29][CH2:28][CH2:27]1>>[Cl:1][C:2]1[CH:3]=[C:4]([CH:9]([C:13]2[N:14]([CH3:24])[C:15](=[O:23])[C:16]3[C:21]([CH:22]=2)=[CH:20][CH:19]=[CH:18][CH:17]=3)[CH2:10][CH2:11][N:29]2[CH2:30][CH2:31][C:26]([OH:25])([C:32]3[CH:37]=[CH:36][CH:35]=[CH:34][CH:33]=3)[CH2:27][CH2:28]2)[CH:5]=[CH:6][C:7]=1[Cl:8]. Reported procedure: 3-[1-(3,4-Dichlorophenyl)-3-oxopropyl]-2-methyl-2H-isoquinolin-1-one (0.303 g) was coupled to 4-hydroxy-4-phenyl-piperidine (0.15 g) by method similar to that described in Example 1. After aqueous work up, the product was purified by column chromatography. Eluting with ethyl acetate, followed by dichloromethane:methanol, (9:1) afforded the title compound as a solid; mp 100°-102° C.; MS: m/z=521(M+1); NMR: 1.55 (t,2, J=12), 1.89 (m,2), 2.10 (m,1), 2.28 (m,5), 3.35 (s,3), 4.46 (broad,1), 6.90 (s,1... The reactants are CC1(COC2=C1C(=CC=C2)OC2=NC=C(C=N2)[N+](=O)[O-])C (2-[(3,3-dimethyl-2,3-dihydro-1-benzofuran-4-yl)oxy]-5-nitropyrimidine), CC1(COC2=C1C(=CC=C2)OC2=NC=C(C=N2)[N+](=O)[O-])C (2-[(3,3-dimethyl-2,3-dihydro-1-benzofuran-4-yl)oxy]-5-nitropyrimidine), [Cl-].[NH4+] (ammonium chloride). Reagents/catalysts: [Fe] (iron). Solvent: O1CCCC1.O (tetrahydrofuran water). Reaction conditions: time 48 hour. Product: CC1(COC2=C1C(=CC=C2)OC2=NC=C(C=N2)N)C (2-[(3,3-dimethyl-2,3-dihydro-1-benzofuran-4-yl)oxy]-5-pyrimidinamine). Isolated yield 68.2%. RXN SMILES: [CH3:1][C:2]1([CH3:21])[C:6]2[C:7]([O:11][C:12]3[N:17]=[CH:16][C:15]([N+:18]([O-])=O)=[CH:14][N:13]=3)=[CH:8][CH:9]=[CH:10][C:5]=2[O:4][CH2:3]1.[Cl-].[NH4+]>[Fe].O1CCCC1.O>[CH3:1][C:2]1([CH3:21])[C:6]2[C:7]([O:11][C:12]3[N:13]=[CH:14][C:15]([NH2:18])=[CH:16][N:17]=3)=[CH:8][CH:9]=[CH:10][C:5]=2[O:4][CH2:3]1 |f:1.2,4.5|. Reported procedure: To a solution of 2-[(3,3-dimethyl-2,3-dihydro-1-benzofuran-4-yl)oxy]-5-nitropyrimidine (Intermediate 64, 1.257 g) in a mixture tetrahydrofuran/water (30 ml/15.00 ml) iron (1.222 g, 21.88 mmol) and ammonium chloride (1.170 g, 21.88 mmol) were added. The reaction mixture was stirred at room temperature for 48 hours. The catalyst was filtered off, and the filtrate was extracted with ethyl acetate (3×50 ml). The combined organic layers were dried over sodium sulphate, filtered and evaporated. The re...